Dataset: the Open Reaction Database (ORD), a public repository of structured organic reaction records. Task: describe an organic reaction: reactants, conditions, products, and yield Reactants: BrC=1C=C2C(=NC1)C(C1=C(CC2)C=C(C=C1)Cl)N1CCN(CC1)C(CC1CCN(CC1)C(OC1=CC=CC=C1)=NS(=O)(=O)C)=O (Phenyl 4-[2-[4-(3-bromo-8-chloro-6,11-dihydro-5 H-benzo[5,6]cyclohepta[1,2-b]pyridin-11-yl)-1-piperazinyl]-2-oxoethyl]-N-(methylsulfonyl)-1-piperidinecarboximidate), BrC=1C=C2C(=NC1)C(C1=C(CC2)C=C(C=C1)Cl)N1CCN(CC1)C(CC1CCN(CC1)C(OC1=CC=CC=C1)=NS(=O)(=O)C)=O (Phenyl 4-[2-[4-(3-bromo-8-chloro-6,11-dihydro-5 H-benzo[5,6]cyclohepta[1,2-b]pyridin-11-yl)-1-piperazinyl]-2-oxoethyl]-N-(methylsulfonyl)-1-piperidinecarboximidate), [OH-].[NH4+] (ammonium hydroxide). Run in CC(C)O (2-propanol). Run at temperature 25 celsius, time 24 hour. Product: BrC=1C=C2C(=NC1)C(C1=C(CC2)C=C(C=C1)Cl)N1CCN(CC1)C(CC1CCN(CC1)C(NS(=O)(=O)C)=N)=O (4-[2-[4-(3-BROMO-8-CHLORO-6,11-DIHYDRO-5H-BENZO[5,6]CYCLOHEPTA[1,2-b]PYRIDIN-11-YL)-1-PIPERAZINYL]2-OXOETHYL]-N-(METHYLSULFONYL)-1-PIPERIDINECARBOXIMIDAMIDE), Formula 23.0. Reaction SMILES: [Br:1][C:2]1[CH:3]=[C:4]2[CH2:12][CH2:11][C:10]3[CH:13]=[C:14]([Cl:17])[CH:15]=[CH:16][C:9]=3[CH:8]([N:18]3[CH2:23][CH2:22][N:21]([C:24](=[O:45])[CH2:25][CH:26]4[CH2:31][CH2:30][N:29]([C:32](=[N:40][S:41]([CH3:44])(=[O:43])=[O:42])OC5C=CC=CC=5)[CH2:28][CH2:27]4)[CH2:20][CH2:19]3)[C:5]2=[N:6][CH:7]=1.[OH-].[NH4+:47]>CC(O)C>[Br:1][C:2]1[CH:3]=[C:4]2[CH2:12][CH2:11][C:10]3[CH:13]=[C:14]([Cl:17])[CH:15]=[CH:16][C:9]=3[CH:8]([N:18]3[CH2:19][CH2:20][N:21]([C:24](=[O:45])[CH2:25][CH:26]4[CH2:31][CH2:30][N:29]([C:32](=[NH:47])[NH:40][S:41]([CH3:44])(=[O:43])=[O:42])[CH2:28][CH2:27]4)[CH2:22][CH2:23]3)[C:5]2=[N:6][CH:7]=1 |f:1.2|. Procedure: Phenyl 4-[2-[4-(3-bromo-8-chloro-6,11-dihydro-5 H-benzo[5,6]cyclohepta[1,2-b]pyridin-11-yl)-1-piperazinyl]-2-oxoethyl]-N-(methylsulfonyl)-1-piperidinecarboximidate (Formula 22.0, prepare as described in Example 21 above) is dissolved in 2-propanol and concentrated ammonium hydroxide is added. The mixture is stirred at 25° C. for 24 h and then is evaporated to dryness. The residue is triturated with diethyl ether (2×250 ml) and the ether is discarded. The remaining product is chromatographed on a... Reactants: C1(CCCCC1)N=C=NC1CCCCC1 (dicyclohexylcarbodiimide), C(C)O (ethanol), CC1=CC(=CC2=C1N=C(O2)NC2=C(C=CC=C2)C)CC(=O)NC=2C=CC(=NC2)C(CC(=O)O)C ((3RS)-3-{5-[2-(4-Methyl-2-o-tolylamino-benzoxazol-6-yl)acetylamino]pyrid-2-yl}butyric acid), C=1(C(=CC=CC1)N=C=S)C (o-tolylisothiocyanate), C(C)O (ethanol). Run at time 2 hour. Product: C1(=C(C=CC=C1)NC=1OC2=C(N1)C=CC(=C2)CC(=O)O)C (2-o-Tolylamino-benzoxazole-6-acetic acid). RXN SMILES: C[C:2]1[C:7]2[N:8]=C(NC3C=CC=CC=3C)[O:10][C:6]=2[CH:5]=[C:4]([CH2:19][C:20](NC2C=CC(C(C)CC(O)=O)=NC=2)=[O:21])[CH:3]=1.[C:35]1([CH3:44])[C:36]([N:41]=[C:42]=S)=[CH:37][CH:38]=[CH:39][CH:40]=1.C1(N=C=NC2CCCCC2)CCCCC1.C([OH:62])C>>[C:35]1([CH3:44])[CH:40]=[CH:39][CH:38]=[CH:37][C:36]=1[NH:41][C:42]1[O:10][C:6]2[CH:5]=[C:4]([CH2:19][C:20]([OH:21])=[O:62])[CH:3]=[CH:2][C:7]=2[N:8]=1. Reported procedure: A mixture of ethyl 4-amino-3-hydroxy-phenylacetate (3.3 g, Reference Example 3) and o-tolylisothiocyanate (2.5 mL) in ethanol (150 mL) was stirred at room temperature for about 2 hours. After standing at room temperature overnight the mixture was evaporated and the residue was subjected to flash chromatography on silica eluting with a mixture of pentane and ethyl acetate (7:3, v/v) to give a yellow foam. A solution of this material in ethanol (150 mL) was treated with dicyclohexylcarbodiimide (3... The reactants are CS(=O)(=O)C1=CC=C(C=C1)C12CCC(CC1)(CC2)N (4-(4-(methylsulfonyl)phenyl)bicyclo[2.2.2]octan-1-amine), C(C1=CC=CC=C1)(=O)N=C=S (benzoyl isothiocyanate). The solvent is C(Cl)Cl (CH2Cl2). The product is C(C1=CC=CC=C1)(=O)NC(=S)NC12CCC(CC1)(CC2)C2=CC=C(C=C2)S(=O)(=O)C (1-benzoyl-3-(4-(4-(methylsulfonyl)phenyl)bicyclo[2.2.2]octan-1-yl)thiourea). Yield: 97.4%. Reaction SMILES: [CH3:1][S:2]([C:5]1[CH:10]=[CH:9][C:8]([C:11]23[CH2:18][CH2:17][C:14]([NH2:19])([CH2:15][CH2:16]2)[CH2:13][CH2:12]3)=[CH:7][CH:6]=1)(=[O:4])=[O:3].[C:20]([N:28]=[C:29]=[S:30])(=[O:27])[C:21]1[CH:26]=[CH:25][CH:24]=[CH:23][CH:22]=1>C(Cl)Cl>[C:20]([NH:28][C:29]([NH:19][C:14]12[CH2:17][CH2:18][C:11]([C:8]3[CH:7]=[CH:6][C:5]([S:2]([CH3:1])(=[O:3])=[O:4])=[CH:10][CH:9]=3)([CH2:16][CH2:15]1)[CH2:12][CH2:13]2)=[S:30])(=[O:27])[C:21]1[CH:26]=[CH:25][CH:24]=[CH:23][CH:22]=1. Procedure: To a 100 mL round-bottomed flask equipped with magnetic stirring was added 4-(4-(methylsulfonyl)phenyl)bicyclo[2.2.2]octan-1-amine (120 mg, 429 μmol) in 2 mL of CH2Cl2, and benzoyl isothiocyanate (63.6 μl, 472 μmol). The reaction was stirred at ambient temperature for ca. 26 h, and then it was concentrated in vacuo to give 1-benzoyl-3-(4-(4-(methylsulfonyl)phenyl)bicyclo[2.2.2]octan-1-yl)thiourea (mass=185 mg, Mass spec. m/z+ion=443.2). The crude reaction product was taken onto the next step wit...